This data is from the Open Reaction Database (ORD), a public repository of structured organic reaction records. The task is: describe an organic reaction: reactants, conditions, products, and yield The reactants are COC(CNC(C)=O)OC, CCOCC, OCC(CO)Cc1ccc(Cl)cc1, Cl, Cc1ccc(S(=O)(=O)O)cc1. Product: CC(=O)NCC1OCC(Cc2ccc(Cl)cc2)CO1. RXN SMILES: [CH3:14][O:15][CH:16]([CH2:17][NH:18][C:19]([CH3:20])=[O:21])[O:22][CH3:23].[CH3:36][CH2:37][O:38][CH2:39][CH3:40].[Cl:1][c:2]1[cH:3][cH:4][c:5]([CH2:8][CH:9]([CH2:10][OH:11])[CH2:12][OH:13])[cH:6][cH:7]1.[ClH:35].[c:24]1([CH3:25])[cH:26][cH:27][c:28]([S:29]([OH:30])(=[O:31])=[O:32])[cH:33][cH:34]1>>[Cl:1][c:2]1[cH:3][cH:4][c:5]([CH2:8][CH:9]2[CH2:10][O:11][CH:16]([CH2:17][NH:18][C:19]([CH3:20])=[O:21])[O:13][CH2:12]2)[cH:6][cH:7]1. Starting materials: C(C)(=O)OCC (Ethyl acetate), NC=1C(=NC=NC1Cl)Cl (5-amino-4,6-dichloropyrimidine), C(C#C)N (propargylamine), C(C)(C)N(CC)C(C)C (diisopropyl ethyl amine). Run in O (H2O), C(CCC)O (butanol). Yields the product C(C=C)NC1=NC=NC(=C1N)Cl (N4-(2-propenyl)-6-chloro-4,5-pyrimidine diamine). Yield: 54.0%. RXN SMILES: [NH2:1][C:2]1[C:3]([Cl:9])=[N:4][CH:5]=[N:6][C:7]=1Cl.[CH2:10]([NH2:13])[C:11]#[CH:12].C(N(C(C)C)CC)(C)C.C(OCC)(=O)C>C(O)CCC.O>[CH2:10]([NH:13][C:7]1[C:2]([NH2:1])=[C:3]([Cl:9])[N:4]=[CH:5][N:6]=1)[CH:11]=[CH2:12]. Procedure: A solution of 8 g 5-amino-4,6-dichloropyrimidine, 5 ml propargylamine and 42 ml diisopropyl ethyl amine in 100 ml butanol was stirred for 6 hours and 10 minutes in a nitrogen atmosphere at 140° C. Ethyl acetate and H2O were added to the reaction mixture, and this mixture was filtered through Celite, and the residue was extracted with ethyl acetate. The organic layer was dried over magnesium sulfate, and the residue was purified by silica gel column chromatography (eluted with ethyl acetate:n-hex...